This data is from the Open Reaction Database (ORD), a public repository of structured organic reaction records. The task is: describe an organic reaction: reactants, conditions, products, and yield Product: CCOC(=O)c1ccccc1N(CC(C)C)c1cc2c(cc1C)N(C(C)C)CCC2(C)C. Reactants: [BH3-]C#N, CC(=O)O, CC#N, CCOC(=O)c1ccccc1Nc1cc2c(cc1C)N(C(C)C)CCC2(C)C, CC(C)C=O, [Na+], [Na+], [OH-]. Reaction SMILES: [C:34]([BH3-:35])#[N:36].[CH3:40][C:41](=[O:42])[OH:43].[CH3:44][C:45]#[N:46].[CH:1]([CH3:2])([CH3:3])[N:4]1[CH2:5][CH2:6][C:7]([CH3:27])([CH3:28])[c:8]2[cH:9][c:10]([NH:15][c:16]3[c:17]([C:18](=[O:19])[O:20][CH2:21][CH3:22])[cH:23][cH:24][cH:25][cH:26]3)[c:11]([CH3:14])[cH:12][c:13]21.[CH:29]([CH:30]([CH3:31])[CH3:32])=[O:33].[Na+:37].[Na+:39].[OH-:38]>>[CH:1]([CH3:2])([CH3:3])[N:4]1[CH2:5][CH2:6][C:7]([CH3:27])([CH3:28])[c:8]2[cH:9][c:10]([N:15]([c:16]3[c:17]([C:18](=[O:19])[O:20][CH2:21][CH3:22])[cH:23][cH:24][cH:25][cH:26]3)[CH2:29][CH:30]([CH3:31])[CH3:32])[c:11]([CH3:14])[cH:12][c:13]21. Product: ClC1=CC(=C(N=N1)OC1=C(C=CC=C1C)C1CC1)O (6-chloro-3-(2-cyclopropyl-6-methylphenoxy)-4-pyridazinol). As a reaction SMILES: [OH:1][C:2]1[CH:7]=[C:6]([Cl:8])[N:5]=[N:4][C:3]=1Cl.[CH:10]1([C:13]2[CH:18]=[CH:17][CH:16]=[C:15]([CH3:19])[C:14]=2[OH:20])[CH2:12][CH2:11]1.C(C1C=CC=CC=1)CCC.[OH-].[K+].Cl>CO>[Cl:8][C:6]1[N:5]=[N:4][C:3]([O:20][C:14]2[C:15]([CH3:19])=[CH:16][CH:17]=[CH:18][C:13]=2[CH:10]2[CH2:11][CH2:12]2)=[C:2]([OH:1])[CH:7]=1 |f:3.4|. Run in CO (methanol). Yield: 61.2%. Procedure details: To a mixture of 301 mg (purity: 100%; 1.82 mmol) of 4-hydroxy-3,6-dichloropyridazine and 832 mg (5.52 mmol) of 2-cyclopropyl-6-methylphenol were added normal butylbenzene (2.76 g) and 333 mg (5.65 mmol) of 95% potassium hydroxide at room temperature. The resultant mixture was heated to 180° C. while stirring, and stirred at that temperature for 4 hours. Then, the resultant reaction mixture was cooled to room temperature, and a 1 N aqueous hydrochloric acid solution and methanol were added to the... The reactants are resultant mixture, OC1=C(N=NC(=C1)Cl)Cl (4-hydroxy-3,6-dichloropyridazine), C1(CC1)C1=C(C(=CC=C1)C)O (2-cyclopropyl-6-methylphenol), Cl (hydrochloric acid), C(CCC)C1=CC=CC=C1 (normal butylbenzene), [OH-].[K+] (potassium hydroxide). Reactants: FC(F)Oc1ccc(CBr)cc1, C1CCOC1, O=C(NCc1cccs1)c1n[nH]c2ccccc12. Yields the product O=C(NCc1cccs1)c1nn(Cc2ccc(OC(F)F)cc2)c2ccccc12. RXN SMILES: [F:19][CH:20]([O:21][c:22]1[cH:23][cH:24][c:25]([CH2:26][Br:27])[cH:28][cH:29]1)[F:30].[O:31]1[CH2:32][CH2:33][CH2:34][CH2:35]1.[s:1]1[c:2]([CH2:6][NH:7][C:8](=[O:9])[c:10]2[n:11][nH:12][c:13]3[cH:14][cH:15][cH:16][cH:17][c:18]23)[cH:3][cH:4][cH:5]1>>[s:1]1[c:2]([CH2:6][NH:7][C:8](=[O:9])[c:10]2[n:11][n:12]([CH2:26][c:25]3[cH:24][cH:23][c:22]([O:21][CH:20]([F:19])[F:30])[cH:29][cH:28]3)[c:13]3[cH:14][cH:15][cH:16][cH:17][c:18]23)[cH:3][cH:4][cH:5]1. Starting materials: Nc1cnc(N2CCC(O)C2)nc1, O=C(O)c1nc(-c2ccccc2)oc1C(F)(F)F. Yields the product O=C(Nc1cnc(N2CCC(O)C2)nc1)c1nc(-c2ccccc2)oc1C(F)(F)F. As a reaction SMILES: [NH2:19][c:20]1[cH:21][n:22][c:23]([N:26]2[CH2:27][CH:28]([OH:31])[CH2:29][CH2:30]2)[n:24][cH:25]1.[c:1]1(-[c:7]2[o:8][c:9]([C:15]([F:16])([F:17])[F:18])[c:10]([C:12](=[O:13])[OH:14])[n:11]2)[cH:2][cH:3][cH:4][cH:5][cH:6]1>>[c:1]1(-[c:7]2[o:8][c:9]([C:15]([F:16])([F:17])[F:18])[c:10]([C:12](=[O:14])[NH:19][c:20]3[cH:21][n:22][c:23]([N:26]4[CH2:27][CH:28]([OH:31])[CH2:29][CH2:30]4)[n:24][cH:25]3)[n:11]2)[cH:2][cH:3][cH:4][cH:5][cH:6]1. Starting materials: C1(=CC=CC=C1)C(CC1=CC=CC=C1)=O (1,2-diphenylethanone), CC(C)(C)[O-].[K+] (KOtBu), BrCBr (dibromomethane), C(=S)=S (carbon disulfide). The solvent is C1CCOC1 (THF). Conditions: time 30 minute. The product is S1C(SC1)=C(C(=O)C1=CC=CC=C1)C1=CC=CC=C1 (2-(1,3-Dithietan-2-ylidene)-1,2-diphenylethanone). The yield is 89.6%. Reaction SMILES: [C:1]1([C:7](=[O:15])[CH2:8][C:9]2[CH:14]=[CH:13][CH:12]=[CH:11][CH:10]=2)[CH:6]=[CH:5][CH:4]=[CH:3][CH:2]=1.CC([O-])(C)C.[K+].[C:22](=[S:24])=[S:23].Br[CH2:26]Br>C1COCC1>[S:23]1[CH2:26][S:24][C:22]1=[C:8]([C:9]1[CH:10]=[CH:11][CH:12]=[CH:13][CH:14]=1)[C:7]([C:1]1[CH:6]=[CH:5][CH:4]=[CH:3][CH:2]=1)=[O:15] |f:1.2|. Procedure details: To a solution of 1,2-diphenylethanone (10.0 g, 51.0 mmol) in anhydrous THF (100 mL) was added KOtBu (1M in THF, 51.0 mL, 51.0 mmol). The mixture was stirred for 30 min at room temperature, and carbon disulfide (7.76 g, 102 mmol) was added. After 10 min, dibromomethane (17.72 g, 102 mmol) was added and the reaction was stirred for 4 h at room temperature. The reaction was quenched with water (10 mL) and diluted with EtOAc. The organic layer was separated, dried over MgSO4, and concentrated to giv...